Dataset: the Open Reaction Database (ORD), a public repository of structured organic reaction records. Task: describe an organic reaction: reactants, conditions, products, and yield Reactants: ClC1=C(CN2[C@H](CCC2=O)C(=O)O)C=CC=C1 ((R)-1-(2-chlorobenzyl)-5-oxopyrrolidine-2-carboxylic acid), [Cl-].C(C)OC(C(C(CC1=CC=CC=C1)[NH3+])O)=O (4-ethoxy-3-hydroxy-4-oxo-1-phenylbutan-2-aminium chloride). Yields the product ClC1=C(CN2[C@H](CCC2=O)C(=O)NC(C(C(=O)OCC)O)CC2=CC=CC=C2)C=CC=C1 (Ethyl 3-((R)-1-(2-chlorobenzyl)-5-oxopyrrolidine-2-carboxamido)-2-hydroxy-4-phenylbutanoate). RXN SMILES: [Cl:1][C:2]1[CH:17]=[CH:16][CH:15]=[CH:14][C:3]=1[CH2:4][N:5]1[C:9](=[O:10])[CH2:8][CH2:7][C@@H:6]1[C:11]([OH:13])=O.[Cl-].[CH2:19]([O:21][C:22](=[O:34])[CH:23]([OH:33])[CH:24]([NH3+:32])[CH2:25][C:26]1[CH:31]=[CH:30][CH:29]=[CH:28][CH:27]=1)[CH3:20]>>[Cl:1][C:2]1[CH:17]=[CH:16][CH:15]=[CH:14][C:3]=1[CH2:4][N:5]1[C:9](=[O:10])[CH2:8][CH2:7][C@@H:6]1[C:11]([NH:32][CH:24]([CH2:25][C:26]1[CH:27]=[CH:28][CH:29]=[CH:30][CH:31]=1)[CH:23]([OH:33])[C:22]([O:21][CH2:19][CH3:20])=[O:34])=[O:13] |f:1.2|. Procedure details: The reaction was carried out in analogy to reaction step 20.1 by reacting (R)-1-(2-chlorobenzyl)-5-oxopyrrolidine-2-carboxylic acid and 4-ethoxy-3-hydroxy-4-oxo-1-phenylbutan-2-aminium chloride. ESI-MS [M+H]+=459.2. The reactants are ClC=1C=C2C(=C(N(C2=CC1)S(=O)(=O)C1=CC=CC=C1)C(=O)OCC)S(=O)(=O)Cl (ethyl 5-chloro-3-(chlorosulfonyl)-1-(phenylsulfonyl)-1H-indole-2-carboxylate), Cl.NCC1=CC=C(C=C1)S(=O)(=O)N (4-(aminomethyl)benzene-sulfonamide hydrochloride), BrC=1C=C2C(=C(N(C2=CC1)S(=O)(=O)C1=CC=CC=C1)C(=O)OCC)S(=O)(=O)Cl (ethyl 5-bromo-3-(chlorosulfonyl)-1-(phenylsulfonyl)-1H-indole-2-carboxylate), Cl.CN (methylamine hydrochloride). The product is NS(=O)(=O)C1=CC=C(CNS(=O)(=O)C2=C(NC3=CC=C(C=C23)Br)C(=O)N)C=C1 (3-({[4-(Aminosulfonyl)benzyl]amino}sulfonyl)-5-bromo-1H-indole-2-carboxamide). Reaction SMILES: ClC1C=C2C(=CC=1)[N:7](S(C1C=CC=CC=1)(=O)=O)C(C(OCC)=O)=C2S(Cl)(=O)=O.[Br:29][C:30]1[CH:31]=[C:32]2[C:36](=[CH:37][CH:38]=1)[N:35](S(C1C=CC=CC=1)(=O)=O)[C:34]([C:48]([O:50]CC)=O)=[C:33]2[S:53](Cl)(=[O:55])=[O:54].Cl.CN.Cl.[NH2:61][CH2:62][C:63]1[CH:68]=[CH:67][C:66]([S:69]([NH2:72])(=[O:71])=[O:70])=[CH:65][CH:64]=1>>[NH2:72][S:69]([C:66]1[CH:65]=[CH:64][C:63]([CH2:62][NH:61][S:53]([C:33]2[C:32]3[C:36](=[CH:37][CH:38]=[C:30]([Br:29])[CH:31]=3)[NH:35][C:34]=2[C:48]([NH2:7])=[O:50])(=[O:54])=[O:55])=[CH:68][CH:67]=1)(=[O:70])=[O:71] |f:2.3,4.5|. Reported procedure: Following the procedures described in Steps D and E of Example 1, replacing in Step D ethyl 5-chloro-3-(chlorosulfonyl)-1-(phenylsulfonyl)-1H-indole-2-carboxylate with ethyl 5-bromo-3-(chlorosulfonyl)-1-(phenylsulfonyl)-1H-indole-2-carboxylate, and methylamine hydrochloride with 4-(aminomethyl)benzene-sulfonamide hydrochloride, the title compound was obtained. HRMS (ES) exact mass calculated for C16H16BrN4O5S2 (M+H+): 486.9740. Found 486.9749. The reactants are O=C1CCC(=O)N1Br, CC#N, O=C(O)C(F)(F)F, Nc1cc(F)ccn1. Yields the product Nc1cc(F)c(Br)cn1. Reaction SMILES: [Br:1][N:2]1[C:3](=[O:4])[CH2:5][CH2:6][C:7]1=[O:8].[CH3:24][C:25]#[N:26].[F:17][C:18]([F:19])([F:20])[C:21]([OH:22])=[O:23].[F:9][c:10]1[cH:11][c:12]([NH2:16])[n:13][cH:14][cH:15]1>>[Br:1][c:15]1[c:10]([F:9])[cH:11][c:12]([NH2:16])[n:13][cH:14]1. Starting materials: Br, Br, C1NCC2=C1CNC2, CC#N, O=C(O)c1cn(CCF)c2c(F)c(F)c(F)cc2c1=O, C1CCC2=NCCCN2CC1. Yields the product O=C(O)c1cn(CCF)c2c(F)c(N3CC4=C(CNC4)C3)c(F)cc2c1=O. As a reaction SMILES: [BrH:21].[BrH:22].[C:23]12=[C:27]([CH2:26][NH:25][CH2:24]1)[CH2:28][NH:29][CH2:30]2.[CH3:42][C:43]#[N:44].[F:1][CH2:2][CH2:3][n:4]1[cH:5][c:6]([C:18](=[O:19])[OH:20])[c:7](=[O:17])[c:8]2[cH:9][c:10]([F:16])[c:11]([F:15])[c:12]([F:14])[c:13]12.[N:31]12[CH2:32][CH2:33][CH2:34][N:35]=[C:36]1[CH2:37][CH2:38][CH2:39][CH2:40][CH2:41]2>>[F:1][CH2:2][CH2:3][n:4]1[cH:5][c:6]([C:18](=[O:19])[OH:20])[c:7](=[O:17])[c:8]2[cH:9][c:10]([F:16])[c:11]([N:25]3[CH2:24][C:23]4=[C:27]([CH2:26]3)[CH2:28][NH:29][CH2:30]4)[c:12]([F:14])[c:13]12. The reactants are C(C)(C)(C)OC(N[C@H]1CNC2=C(N(C1=O)C)C=CC=C2)=O ((S)-(1-methyl-2-oxo-2,3,4,5-tetrahydro-1H-benzo[b][1,4]diazepin-3-yl)-carbamic acid tert-butyl ester), C(C(C)(C)C)(=O)Cl (pivaloyl chloride). Product: C(C)(C)(C)OC(N[C@H]1CN(C2=C(N(C1=O)C)C=CC=C2)C(C(C)(C)C)=O)=O ([(3S)-5-(2,2-Dimethyl-propionyl)-1-methyl-2-oxo-2,3,4,5-tetrahydro-1H-benzo[b][1,4]diazepin-3-yl]-carbamic acid tert-butyl ester). As a reaction SMILES: [C:1]([O:5][C:6](=[O:21])[NH:7][C@@H:8]1[C:14](=[O:15])[N:13]([CH3:16])[C:12]2[CH:17]=[CH:18][CH:19]=[CH:20][C:11]=2[NH:10][CH2:9]1)([CH3:4])([CH3:3])[CH3:2].[C:22](Cl)(=[O:27])[C:23]([CH3:26])([CH3:25])[CH3:24]>>[C:1]([O:5][C:6](=[O:21])[NH:7][C@@H:8]1[C:14](=[O:15])[N:13]([CH3:16])[C:12]2[CH:17]=[CH:18][CH:19]=[CH:20][C:11]=2[N:10]([C:22](=[O:27])[C:23]([CH3:26])([CH3:25])[CH3:24])[CH2:9]1)([CH3:4])([CH3:2])[CH3:3]. Reported procedure: In an analogous manner to that described in Example 103b), the acylation of (S)-(1-methyl-2-oxo-2,3,4,5-tetrahydro-1H-benzo[b][1,4]diazepin-3-yl)-carbamic acid tert-butyl ester with pivaloyl chloride yielded the title compound as a white solid; MS: m/e=376 (M+H)+. Starting materials: Br, CC(=O)O, O, O=C(CCc1cc(Br)c(OC(=O)c2c3ccccc3nc3ccccc23)c(Br)c1)OCc1ccccc1. The product is O=C(O)CCc1cc(Br)c(OC(=O)c2c3ccccc3nc3ccccc23)c(Br)c1. RXN SMILES: [BrH:42].[CH3:38][C:39](=[O:40])[OH:41].[OH2:43].[cH:1]1[cH:2][cH:3][cH:4][c:5]2[n:6][c:7]3[cH:8][cH:9][cH:10][cH:11][c:12]3[c:13]([C:15](=[O:16])[O:17][c:18]3[c:19]([Br:37])[cH:20][c:21]([CH2:25][CH2:26][C:27](=[O:28])[O:29][CH2:30][c:31]4[cH:32][cH:33][cH:34][cH:35][cH:36]4)[cH:22][c:23]3[Br:24])[c:14]12>>[cH:1]1[cH:2][cH:3][cH:4][c:5]2[n:6][c:7]3[cH:8][cH:9][cH:10][cH:11][c:12]3[c:13]([C:15](=[O:16])[O:17][c:18]3[c:19]([Br:37])[cH:20][c:21]([CH2:25][CH2:26][C:27](=[O:28])[OH:29])[cH:22][c:23]3[Br:24])[c:14]12. Starting materials: CC1(OC[C@](N1C(=O)OC(C)(C)C)(C=1OC(=NN1)C)C)C (tert-butyl (4S)-2,2,4-trimethyl-4-(5-methyl-1,3,4-oxadiazol-2-yl)-1,3-oxazolidine-3-carboxylate), FC(C(=O)O)(F)F (trifluoroacetic acid). Run in ClCCl (dichloromethane). Run at time 3 hour. The product is FC(C(=O)O)(F)F.N[C@](CO)(C)C=1OC(=NN1)C ((2S)-2-amino-2-(5-methyl-1,3,4-oxadiazol-2-yl)propan-1-ol trifluoroacetate). RXN SMILES: CC1(C)[N:6](C(OC(C)(C)C)=O)[C@:5]([CH3:20])([C:14]2[O:15][C:16]([CH3:19])=[N:17][N:18]=2)[CH2:4][O:3]1.[F:22][C:23]([F:28])([F:27])[C:24]([OH:26])=[O:25]>ClCCl>[F:22][C:23]([F:28])([F:27])[C:24]([OH:26])=[O:25].[NH2:6][C@@:5]([C:14]1[O:15][C:16]([CH3:19])=[N:17][N:18]=1)([CH3:20])[CH2:4][OH:3] |f:3.4|. Reported procedure: To a solution of 220 mg of tert-butyl (4S)-2,2,4-trimethyl-4-(5-methyl-1,3,4-oxadiazol-2-yl)-1,3-oxazolidine-3-carboxylate in 3.0 ml of dichloromethane was added 1.5 ml of trifluoroacetic acid, followed by stirring at room temperature for 3 hours. The reaction mixture was concentrated under reduced pressure and the obtained residue was azeotropic distilled with methanol to obtain 266 mg of (2S)-2-amino-2-(5-methyl-1,3,4-oxadiazol-2-yl)propan-1-ol trifluoroacetate as a crude product, which was us...